Dataset: the Open Reaction Database (ORD), a public repository of structured organic reaction records. Task: describe an organic reaction: reactants, conditions, products, and yield Starting materials: O=C([O-])[O-], CC(C)=O, CCOC(=O)CCl, [K+], [K+], CCCc1c(O)ccc(C(C)=O)c1O. The product is CCCc1c(OCC(=O)OCC)ccc(C(C)=O)c1O. Reaction SMILES: [C:22](=[O:23])([O-:24])[O-:25].[CH3:28][C:29](=[O:30])[CH3:31].[Cl:15][CH2:16][C:17](=[O:18])[O:19][CH2:20][CH3:21].[K+:26].[K+:27].[OH:1][c:2]1[c:3]([C:12]([CH3:13])=[O:14])[cH:4][cH:5][c:6]([OH:11])[c:7]1[CH2:8][CH2:9][CH3:10]>>[OH:1][c:2]1[c:3]([C:12]([CH3:13])=[O:14])[cH:4][cH:5][c:6]([O:11][CH2:16][C:17](=[O:18])[O:19][CH2:20][CH3:21])[c:7]1[CH2:8][CH2:9][CH3:10]. The reactants are BrCC(=O)C=1C=C2C(CCC(C2=CC1)(C)C)(C)C (6-(bromoacetyl)-1,2,3,4-tetrahydro-1,1,4,4-tetramethylnaphthalene), SCCS(=O)(=O)O (2-mercapto-1-ethanesulfonic acid), [Na] (sodium), C([O-])([O-])=O.[K+].[K+] (potassium carbonate). The solvent is C(C)(=O)OCC (ethyl acetate), CN(C)C=O (DMF), C1CCOC1 (THF), O (water). Run at time 30 minute. Product: 2'-mercapto-1'-ethanesulfonic acid, [Na] (sodium), CC1(CCC(C2=CC=CC=C12)(C)C)C (1,2,3,4-tetrahydro-1,1,4,4-tetramethylnaphthalene). As a reaction SMILES: BrCC([C:5]1[CH:6]=[C:7]2[C:12](=[CH:13][CH:14]=1)[C:11]([CH3:16])([CH3:15])[CH2:10][CH2:9][C:8]2([CH3:18])[CH3:17])=O.SCCS(O)(=O)=O.[Na:26].C(=O)([O-])[O-].[K+].[K+]>CN(C=O)C.C1COCC1.O.C(OCC)(=O)C>[Na:26].[CH3:17][C:8]1([CH3:18])[C:7]2[C:12](=[CH:13][CH:14]=[CH:5][CH:6]=2)[C:11]([CH3:16])([CH3:15])[CH2:10][CH2:9]1 |f:3.4.5,^1:25,49|. Reported procedure: To a solution of 6-(bromoacetyl)-1,2,3,4-tetrahydro-1,1,4,4-tetramethylnaphthalene (12) (15.5 mg, 0.050 mmol) in DMF (0.13 mL) and THF (0.13 mL) was added a freshly prepared solution of 2-mercapto-1-ethanesulfonic acid, sodium salt (2) (25 mg, 0.15 mmol) and potassium carbonate (21 mg, 0.15 mmol) in water (0.15 mL) at room temperature. The resulting biphasic mixture was stirred for 30 min. The reaction mixture was diluted with ethyl acetate (2.5 mL), and the organic layer was separated, washed w... Starting materials: CC(C)(C)OC(=O)NCC(=O)O, CCN=C=NCCCN(C)C, O=S(=O)(C=C1CN(C(c2ccc(Cl)cc2)c2ccc(Cl)cc2)C1)Cc1cccc(N2CCNCC2)c1, ClCCl. The product is CC(C)(C)OC(=O)NCC(=O)N1CCN(c2cccc(CS(=O)(=O)C=C3CN(C(c4ccc(Cl)cc4)c4ccc(Cl)cc4)C3)c2)CC1. Reaction SMILES: [C:12](=[O:13])([O:14][C:15]([CH3:16])([CH3:17])[CH3:18])[NH:19][CH2:20][C:21](=[O:22])[OH:23].[CH3:1][CH2:2][N:3]=[C:4]=[N:5][CH2:6][CH2:7][CH2:8][N:9]([CH3:10])[CH3:11].[Cl:24][c:25]1[cH:26][cH:27][c:28]([CH:31]([N:32]2[CH2:33][C:34](=[CH:36][S:37](=[O:38])(=[O:39])[CH2:40][c:41]3[cH:42][c:43]([N:47]4[CH2:48][CH2:49][NH:50][CH2:51][CH2:52]4)[cH:44][cH:45][cH:46]3)[CH2:35]2)[c:53]2[cH:54][cH:55][c:56]([Cl:59])[cH:57][cH:58]2)[cH:29][cH:30]1.[Cl:60][CH2:61][Cl:62]>>[C:12](=[O:13])([O:14][C:15]([CH3:16])([CH3:17])[CH3:18])[NH:19][CH2:20][C:21](=[O:23])[N:50]1[CH2:49][CH2:48][N:47]([c:43]2[cH:42][c:41]([CH2:40][S:37]([CH:36]=[C:34]3[CH2:33][N:32]([CH:31]([c:28]4[cH:27][cH:26][c:25]([Cl:24])[cH:30][cH:29]4)[c:53]4[cH:54][cH:55][c:56]([Cl:59])[cH:57][cH:58]4)[CH2:35]3)(=[O:38])=[O:39])[cH:46][cH:45][cH:44]2)[CH2:52][CH2:51]1.